From a dataset of the Open Reaction Database (ORD), a public repository of structured organic reaction records. describe an organic reaction: reactants, conditions, products, and yield Starting materials: [H-].[Li+] (lithium hydride), N1C=NC=C1 (imidazole), Cl.BrC1=[N+](C=CC=C1)[O-] (2-bromopyridine N-oxide hydrochloride). The solvent is CN(C=O)C (N,N-dimethylformamide). Conditions: temperature 80 celsius, time 40 minute. The product is N1(C=NC=C1)C1=[N+](C=CC=C1)[O-] (2-(1-Imidazolyl)pyridine N-oxide). RXN SMILES: [NH:1]1[CH:5]=[CH:4][N:3]=[CH:2]1.[H-].[Li+].Cl.Br[C:10]1[CH:15]=[CH:14][CH:13]=[CH:12][N+:11]=1[O-:16]>CN(C)C=O>[N:1]1([C:10]2[CH:15]=[CH:14][CH:13]=[CH:12][N+:11]=2[O-:16])[CH:5]=[CH:4][N:3]=[CH:2]1 |f:1.2,3.4|. Procedure details: A 0.76 g portion of imidazole was added to 7 ml of N,N-dimethylformamide and mixed with 0.2 g of 90% lithium hydride under ice-cooling and then the mixture was stirred for 40 minutes. Next, 2.17 g of 2-bromopyridine N-oxide hydrochloride was gradually added thereto, the mixture was stirred at room temperature for about 1 hour and further heated at 80° C. for about 1 hour, and then the solvent was evaporated and the thus obtained mixture was subjected to a silica gel column chromatography and elu...